From a dataset of the Open Reaction Database (ORD), a public repository of structured organic reaction records. describe an organic reaction: reactants, conditions, products, and yield The reactants are ClC1=C(C(=CC=C1)Cl)CS(=O)(=O)C=1C=C2/C(/C(NC2=CC1)=O)=C/C1=C(C(=C(N1)C)C(=O)O)C (5-[5-(2,6-dichloro-phenylmethanesulfonyl)-2-oxo-1,2-dihydro-indol-(3Z)-ylidenemethyl]-2,4-dimethyl-1H-pyrrole-3-carboxylic acid), C1(CC1)NC[C@H]1NCCC1 (cyclopropyl-(S)-1-pyrrolidine-2-ylmethyl-amine). The product is C1(CC1)NC[C@H]1N(CCC1)C(=O)C=1C(=C(NC1C)\C=C\1/C(NC2=CC=C(C=C12)S(=O)(=O)CC1=C(C=CC=C1Cl)Cl)=O)C (3-[1-[4-((S)-2-Cyclopropylaminomethyl-pyrrolidine-1-carbonyl)-3,5-dimethyl-1H-pyrrol-2-yl]-meth-(Z)-ylidene]-5-(2,6-dichloro-phenylmethanesulfonyl)-1,3-dihydro-indol-2-one). Isolated yield 73.4%. As a reaction SMILES: [Cl:1][C:2]1[CH:7]=[CH:6][CH:5]=[C:4]([Cl:8])[C:3]=1[CH2:9][S:10]([C:13]1[CH:14]=[C:15]2[C:19](=[CH:20][CH:21]=1)[NH:18][C:17](=[O:22])/[C:16]/2=[CH:23]\[C:24]1[NH:28][C:27]([CH3:29])=[C:26]([C:30](O)=[O:31])[C:25]=1[CH3:33])(=[O:12])=[O:11].[CH:34]1([NH:37][CH2:38][C@@H:39]2[CH2:43][CH2:42][CH2:41][NH:40]2)[CH2:36][CH2:35]1>>[CH:34]1([NH:37][CH2:38][C@@H:39]2[CH2:43][CH2:42][CH2:41][N:40]2[C:30]([C:26]2[C:25]([CH3:33])=[C:24](/[CH:23]=[C:16]3\[C:17](=[O:22])[NH:18][C:19]4[C:15]\3=[CH:14][C:13]([S:10]([CH2:9][C:3]3[C:2]([Cl:1])=[CH:7][CH:6]=[CH:5][C:4]=3[Cl:8])(=[O:11])=[O:12])=[CH:21][CH:20]=4)[NH:28][C:27]=2[CH3:29])=[O:31])[CH2:36][CH2:35]1. Procedure: 5-[5-(2,6-dichloro-phenylmethanesulfonyl)-2-oxo-1,2-dihydro-indol-(3Z)-ylidenemethyl]-2,4-dimethyl-1H-pyrrole-3-carboxylic acid (167 mg, 0.33 mmol) was condensed with cyclopropyl-(S)-1-pyrrolidine-2-ylmethyl-amine (69 mg, 0.49 mmol) to give 152 mg (72%) of the titled compound. Reactants: C1CCOC1, COc1cc(OC)cc(OC(C(=O)O)C2(c3ccccc3)NCCc3ccccc32)c1, CI, C[Si](C)(C)Cl. The product is COc1cc(OC)cc(OC(C(=O)O)C2(c3ccccc3)c3ccccc3CCN2C)c1. As a reaction SMILES: [CH2:32]1[O:33][CH2:34][CH2:35][CH2:36]1.[CH3:1][O:2][c:3]1[cH:4][c:5]([O:6][CH:7]([C:8](=[O:9])[OH:10])[C:11]2([c:21]3[cH:22][cH:23][cH:24][cH:25][cH:26]3)[NH:12][CH2:13][CH2:14][c:15]3[cH:16][cH:17][cH:18][cH:19][c:20]32)[cH:27][c:28]([O:30][CH3:31])[cH:29]1.[CH3:42][I:43].[Cl:37][Si:38]([CH3:39])([CH3:40])[CH3:41]>>[CH3:1][O:2][c:3]1[cH:4][c:5]([O:6][CH:7]([C:8](=[O:9])[OH:10])[C:11]2([c:21]3[cH:22][cH:23][cH:24][cH:25][cH:26]3)[N:12]([CH3:32])[CH2:13][CH2:14][c:15]3[cH:16][cH:17][cH:18][cH:19][c:20]32)[cH:27][c:28]([O:30][CH3:31])[cH:29]1. The reactants are N#Cc1ccc(N(CCO)CC(F)(F)F)cc1C(F)(F)F, N#Cc1ccc(O)cc1. Product: N#Cc1ccc(OCCN(CC(F)(F)F)c2ccc(C#N)c(C(F)(F)F)c2)cc1. Reaction SMILES: [OH:1][CH2:2][CH2:3][N:4]([c:5]1[cH:6][c:7]([C:13]([F:14])([F:15])[F:16])[c:8]([C:9]#[N:10])[cH:11][cH:12]1)[CH2:17][C:18]([F:19])([F:20])[F:21].[OH:22][c:23]1[cH:24][cH:25][c:26]([C:29]#[N:30])[cH:27][cH:28]1>>[O:1]([CH2:2][CH2:3][N:4]([c:5]1[cH:6][c:7]([C:13]([F:14])([F:15])[F:16])[c:8]([C:9]#[N:10])[cH:11][cH:12]1)[CH2:17][C:18]([F:19])([F:20])[F:21])[c:23]1[cH:24][cH:25][c:26]([C:29]#[N:30])[cH:27][cH:28]1.